Task: describe an organic reaction: reactants, conditions, products, and yield. Dataset: the Open Reaction Database (ORD), a public repository of structured organic reaction records Reactants: NC=1C(=CC=CC1)C(=O)O (2-anilinecarboxylic acid), NC1=CC(=CC=C1)C(=O)O (3-anilinecarboxylic acid), NC1=CC=CC=C1 (aniline), C=O (formalin). The product is C1=CC(=CC=C1CC=2C=CC(=CC2)N)N (4,4′-diaminodiphenylmethane). As a reaction SMILES: N[C:2]1[C:3]([C:8](O)=O)=[CH:4][CH:5]=[CH:6][CH:7]=1.[NH2:11][C:12]1[CH:17]=[CH:16][CH:15]=[C:14](C(O)=O)[CH:13]=1.[NH2:21]C1C=CC=CC=1.C=O>>[CH:2]1[C:3]([CH2:8][C:15]2[CH:14]=[CH:13][C:12]([NH2:11])=[CH:17][CH:16]=2)=[CH:4][CH:5]=[C:6]([NH2:21])[CH:7]=1. Procedure: An 2-anilinecarboxylic acid derivative (e.g. sodium 2-anilinecarboxylate) or an 3-anilinecarboxylic acid derivative (e.g. sodium 3-anilinecarboxylate) and aniline are treated with formalin under acidic conditions to give the corresponding 4,4′-diaminodiphenylmethane derivative. This is diazotized using sodium nitrite under acidic conditions in the presence of hydrochloric acid, followed by reaction with sodium azide, to give the desired product. Starting materials: CCOC(=O)C(NC(C)=O)C(=O)OCC, CI, [H-], [Na+], C1CCOC1. Product: CCOC(=O)C(C)(NC(C)=O)C(=O)OCC. Reaction SMILES: [C:1]([CH3:2])(=[O:3])[NH:4][CH:5]([C:6](=[O:7])[O:8][CH2:9][CH3:10])[C:11](=[O:12])[O:13][CH2:14][CH3:15].[CH3:18][I:19].[H-:16].[Na+:17].[O:20]1[CH2:21][CH2:22][CH2:23][CH2:24]1>>[C:1]([CH3:2])(=[O:3])[NH:4][C:5]([C:6](=[O:7])[O:8][CH2:9][CH3:10])([C:11](=[O:12])[O:13][CH2:14][CH3:15])[CH3:18]. Starting materials: C1(=CC=CC=C1)P(CCCP(C1=CC=CC=C1)C1=CC=CC=C1)C1=CC=CC=C1 (1,3-bis(diphenylphosphino)propane), CO (methanol), BrC1=CC=C2C(=N1)N=C(N2)C (5-bromo-2-methyl-1H-imidazo[4,5-b]pyridine), CN(C=O)C (N,N-dimethylformamide). Reagents/catalysts: C(C)(=O)[O-].[Pd+2].C(C)(=O)[O-] (Palladium acetate). Solvent: C(C)N(CC)CC (triethylamine). Conditions: temperature 85 celsius, time 14 hour. The product is CC=1NC=2C(=NC(=CC2)C(=O)OC)N1 (Methyl 2-methyl-1H-imidazo[4,5-b]pyridine-5-carboxylate). As a reaction SMILES: C1(P(C2C=CC=CC=2)CCCP(C2C=CC=CC=2)C2C=CC=CC=2)C=CC=CC=1.Br[C:31]1[N:36]=[C:35]2[N:37]=[C:38]([CH3:40])[NH:39][C:34]2=[CH:33][CH:32]=1.CN(C)[CH:43]=[O:44].[CH3:46][OH:47]>C([O-])(=O)C.[Pd+2].C([O-])(=O)C.C(N(CC)CC)C>[CH3:40][C:38]1[NH:39][C:34]2[C:35]([N:37]=1)=[N:36][C:31]([C:46]([O:44][CH3:43])=[O:47])=[CH:32][CH:33]=2 |f:4.5.6|. Procedure: Palladium acetate (1.18 g), 1,3-bis(diphenylphosphino)propane (2.31 g) and 5-bromo-2-methyl-1H-imidazo[4,5-b]pyridine (3.72 g) were placed in an autoclave, and N,N-dimethylformamide (18.6 ml), methanol (14.9 ml) and triethylamine (5.4 ml) were added thereto. The mixture was stirred at 85° C. for 14 hr at 10 atm under a carbon monoxide atmosphere. The reaction mixture was cooled and the solvent was evaporated. To the residue was added methanol (60 ml), and the mixture was heated. The insoluble ma... Procedure: 1.53 g of ethyl 2-[2-(4-fluorophenyl)-5-isobutyl-4-oxazolyl]acetate, 10 ml of methanol, 3 ml of water and 0.6 g of potassium hydroxide are treated in the same manner as described in Example 8. 1.37 g of 2-[2-(4-fluorophenyl)-5-isobutyl-4-oxazolyl]acetic acid are thereby obtained. Yield: 98.9%. Reactants: FC1=CC=C(C=C1)C=1OC(=C(N1)CC(=O)OCC)CC(C)C (ethyl 2-[2-(4-fluorophenyl)-5-isobutyl-4-oxazolyl]acetate), CO (methanol), [OH-].[K+] (potassium hydroxide). The solvent is O (water). Yields the product FC1=CC=C(C=C1)C=1OC(=C(N1)CC(=O)O)CC(C)C (2-[2-(4-fluorophenyl)-5-isobutyl-4-oxazolyl]acetic acid). Reaction SMILES: [F:1][C:2]1[CH:7]=[CH:6][C:5]([C:8]2[O:9][C:10]([CH2:19][CH:20]([CH3:22])[CH3:21])=[C:11]([CH2:13][C:14]([O:16]CC)=[O:15])[N:12]=2)=[CH:4][CH:3]=1.CO.[OH-].[K+]>O>[F:1][C:2]1[CH:3]=[CH:4][C:5]([C:8]2[O:9][C:10]([CH2:19][CH:20]([CH3:22])[CH3:21])=[C:11]([CH2:13][C:14]([OH:16])=[O:15])[N:12]=2)=[CH:6][CH:7]=1 |f:2.3|. The yield is 98.6%.